Dataset: the Open Reaction Database (ORD), a public repository of structured organic reaction records. Task: describe an organic reaction: reactants, conditions, products, and yield The reactants are Cl.NO (hydroxylamine hydrochloride), C([O-])(O)=O.[Na+] (sodium bicarbonate), [OH-].[Na+] (sodium hydroxide), C(C)N(CC)CC=1C=C2C=CC(=CC2=CC1)CONC(=O)C1=CC=C(C(=O)O)C=C1 (4-[6-(diethylaminomethyl)naphth-2-ylmethyloxycarbamoyl]benzoic acid), S(=O)(Cl)Cl (thionyl chloride). Solvent: O (water), C1CCOC1 (THF), C(Cl)(Cl)Cl (chloroform). Conditions: time 8 hour. Yields the product Cl.C(C)N(CC)CC=1C=C2C=CC(=CC2=CC1)CONC(=O)C1=CC=C(C(=O)NO)C=C1 (4-[6-(diethylaminomethyl)naphth-2-ylmethyloxycarbamoyl]benzohydroxamic acid hydrochloride). Yield: 40.9%. As a reaction SMILES: [CH2:1]([N:3]([CH2:6][C:7]1[CH:8]=[C:9]2[C:14](=[CH:15][CH:16]=1)[CH:13]=[C:12]([CH2:17][O:18][NH:19][C:20]([C:22]1[CH:30]=[CH:29][C:25]([C:26]([OH:28])=O)=[CH:24][CH:23]=1)=[O:21])[CH:11]=[CH:10]2)[CH2:4][CH3:5])[CH3:2].S(Cl)([Cl:33])=O.Cl.[NH2:36][OH:37].C(=O)(O)[O-].[Na+].[OH-].[Na+]>C(Cl)(Cl)Cl.O.C1COCC1>[ClH:33].[CH2:4]([N:3]([CH2:6][C:7]1[CH:8]=[C:9]2[C:14](=[CH:15][CH:16]=1)[CH:13]=[C:12]([CH2:17][O:18][NH:19][C:20]([C:22]1[CH:23]=[CH:24][C:25]([C:26]([NH:36][OH:37])=[O:28])=[CH:29][CH:30]=1)=[O:21])[CH:11]=[CH:10]2)[CH2:1][CH3:2])[CH3:5] |f:2.3,4.5,6.7,11.12|. Procedure: A solution of 4-[6-(diethylaminomethyl)naphth-2-ylmethyloxycarbamoyl]benzoic acid (13.1 g, 32 mmol) and thionyl chloride (7 ml, 96 mmol) in chloroform (300 ml) was refluxed for 4 hours, then the solvent and thionyl chloride were evaporated. Crude was dissolved in chloroform (100 ml) and evaporated to dryness three times. Crude was added as solid to a solution of hydroxylamine hydrochloride (2.7 g, 39 mmol) and sodium bicarbonate (5.4 g, 64 mmol) and 1N sodium hydroxide (39 ml, 39 mmol) in water ... Starting materials: O=C([O-])O, CCCC[N+](CCCC)(CCCC)CCCC, COC(C)(C)C, FC(F)(F)C(F)(I)C(F)(F)F, Nc1ccccc1, [Na+], [Na+], [Na+], O, O=S([O-])([O-])=S, O=S(=O)([O-])O. As a reaction SMILES: [C:26](=[O:27])([O-:28])[OH:29].[CH2:43]([N+:44]([CH2:45][CH2:46][CH2:47][CH3:48])([CH2:49][CH2:50][CH2:51][CH3:52])[CH2:53][CH2:54][CH2:55][CH3:56])[CH2:57][CH2:58][CH3:59].[CH3:31][O:32][C:33]([CH3:34])([CH3:35])[CH3:36].[I:8][C:9]([C:10]([F:11])([F:12])[F:13])([C:14]([F:15])([F:16])[F:17])[F:18].[NH2:1][c:2]1[cH:3][cH:4][cH:5][cH:6][cH:7]1.[Na+:24].[Na+:25].[Na+:30].[OH2:37].[S:19]([O-:20])([O-:21])(=[O:22])=[S:23].[S:38]([O-:39])([OH:40])(=[O:41])=[O:42]>>[NH2:1][c:2]1[cH:3][cH:4][c:5]([C:9]([C:10]([F:11])([F:12])[F:13])([C:14]([F:15])([F:16])[F:17])[F:18])[cH:6][cH:7]1. The product is Nc1ccc(C(F)(C(F)(F)F)C(F)(F)F)cc1. The reactants are BrC1=CC=C(C(=N1)OC)N (6-bromo-2-methoxypyridin-3-amine), CN1C(=NC=C1)C (1,2-dimethyl-1H-imidazole), C(C(C)(C)C)(=O)O (pivalic acid), F[B-](F)(F)F.C1(CCCCC1)P(C1CCCCC1)C1CCCCC1 (tricyclohexylphosphine tetrafluoroborate salt), C([O-])([O-])=O.[K+].[K+] (potassium carbonate). Reagents/catalysts: C(C)(=O)[O-].[Pd+2].C(C)(=O)[O-] (Palladium acetate). The solvent is CCOC(=O)C (EtOAc), CC(=O)N(C)C (DMA). Conditions: temperature 120 celsius. Product: CN1C(=NC=C1C1=CC=C(C(=N1)OC)N)C (6-(1,2-Dimethyl-1H-imidazol-5-yl)-2-methoxypyridin-3-amine). Yield: 33.5%. As a reaction SMILES: Br[C:2]1[N:7]=[C:6]([O:8][CH3:9])[C:5]([NH2:10])=[CH:4][CH:3]=1.[CH3:11][N:12]1[CH:16]=[CH:15][N:14]=[C:13]1[CH3:17].C(O)(=O)C(C)(C)C.F[B-](F)(F)F.C1(P(C2CCCCC2)C2CCCCC2)CCCCC1.C(=O)([O-])[O-].[K+].[K+]>CC(N(C)C)=O.CCOC(C)=O.C([O-])(=O)C.[Pd+2].C([O-])(=O)C>[CH3:11][N:12]1[C:16]([C:2]2[N:7]=[C:6]([O:8][CH3:9])[C:5]([NH2:10])=[CH:4][CH:3]=2)=[CH:15][N:14]=[C:13]1[CH3:17] |f:3.4,5.6.7,10.11.12|. Procedure details: Palladium acetate (5.5 mg, 0.025 mmol) was added to a solution of 6-bromo-2-methoxypyridin-3-amine (25 mg, 0.123 mmol), 1,2-dimethyl-1H-imidazole (35.5 mg, 0.369 mmol), pivalic acid (3.8 mg, 0.037 mmol), tricyclohexylphosphine tetrafluoroborate salt (18.1 mg, 0.049 mmol) and potassium carbonate (25.5 mg, 0.185 mmol) in DMA (410 μL). The reaction mixture was heated under microwave irradiation at 120° C. for 1 hour. The reaction was diluted with EtOAc and quenched with water. The layers were separ... The reactants are Cl (hydrochloric acid), C(C)OC(CC(=O)C)=O (ethylacetoacetate), C(C)OC1=C(C=O)C(=CC=C1)CCCCCCCCCCCCCCC (2-ethoxy-6-pentadecyl benzaldehyde), NC(=O)N (urea), ice. Solvent: O1CCCC1 (tetrahydrofuran). Run at time 5 minute. Yields the product C(C)OC(=O)C=1C(NC(NC1C)=O)C1=C(C=CC=C1CCCCCCCCCCCCCCC)OCC (5-ethoxycarbonyl-4-(2-ethoxy-6-pentadecylphenyl)-6-methyl-3,4-dihydropyrimidin-2(1H)-one). As a reaction SMILES: [CH2:1]([O:3][C:4](=[O:9])[CH2:5][C:6]([CH3:8])=O)[CH3:2].[CH2:10]([O:12][C:13]1[CH:20]=[CH:19][CH:18]=[C:17]([CH2:21][CH2:22][CH2:23][CH2:24][CH2:25][CH2:26][CH2:27][CH2:28][CH2:29][CH2:30][CH2:31][CH2:32][CH2:33][CH2:34][CH3:35])[C:14]=1[CH:15]=O)[CH3:11].[NH2:36][C:37]([NH2:39])=[O:38].Cl>O1CCCC1>[CH2:1]([O:3][C:4]([C:5]1[CH:15]([C:14]2[C:17]([CH2:21][CH2:22][CH2:23][CH2:24][CH2:25][CH2:26][CH2:27][CH2:28][CH2:29][CH2:30][CH2:31][CH2:32][CH2:33][CH2:34][CH3:35])=[CH:18][CH:19]=[CH:20][C:13]=2[O:12][CH2:10][CH3:11])[NH:36][C:37](=[O:38])[NH:39][C:6]=1[CH3:8])=[O:9])[CH3:2]. Procedure: A solution of ethylacetoacetate (1.25 g, 8.5 mmol), 2-ethoxy-6-pentadecyl benzaldehyde (3 g, 8.5 mmol) and urea (1.1 g, 17 mmol) in tetrahydrofuran (20 mL) was heated to reflux (65-70° C.) in the presence of hydrochloric acid (30%) for 7 h. The reaction mixture after being cooled to room temperature was poured into crushed ice (20 g) and stirred for 5 min. The viscous liquid was extracted with ethylacetate (40 mL) and was washed with 1N hydrochloric acid, water, sodium bicarbonate and brine. Aft... The reactants are CN1C(=O)C2(CC2)CN(C2CCCC2)c2nc(Cl)ncc21, O=C(O)C(F)(F)F, COc1cc(C(=O)NC2CCC(N3CCN(CC4CC4)CC3)CC2)ccc1N. Product: COc1cc(C(=O)NC2CCC(N3CCN(CC4CC4)CC3)CC2)ccc1Nc1ncc2c(n1)N(C1CCCC1)CC1(CC1)C(=O)N2C. RXN SMILES: [Cl:1][c:2]1[n:3][cH:4][c:5]2[c:6]([n:21]1)[N:7]([CH:16]1[CH2:17][CH2:18][CH2:19][CH2:20]1)[CH2:8][C:9]1([CH2:10][CH2:11]1)[C:12](=[O:15])[N:13]2[CH3:14].[F:50][C:51]([F:52])([F:53])[C:54]([OH:55])=[O:56].[NH2:22][c:23]1[c:24]([O:48][CH3:49])[cH:25][c:26]([C:27](=[O:28])[NH:29][CH:30]2[CH2:31][CH2:32][CH:33]([N:36]3[CH2:37][CH2:38][N:39]([CH2:42][CH:43]4[CH2:44][CH2:45]4)[CH2:40][CH2:41]3)[CH2:34][CH2:35]2)[cH:46][cH:47]1>>[c:2]1([NH:22][c:23]2[c:24]([O:48][CH3:49])[cH:25][c:26]([C:27](=[O:28])[NH:29][CH:30]3[CH2:31][CH2:32][CH:33]([N:36]4[CH2:37][CH2:38][N:39]([CH2:42][CH:43]5[CH2:44][CH2:45]5)[CH2:40][CH2:41]4)[CH2:34][CH2:35]3)[cH:46][cH:47]2)[n:3][cH:4][c:5]2[c:6]([n:21]1)[N:7]([CH:16]1[CH2:17][CH2:18][CH2:19][CH2:20]1)[CH2:8][C:9]1([CH2:10][CH2:11]1)[C:12](=[O:15])[N:13]2[CH3:14]. Starting materials: BrCc1ccccc1, CC(C)N(CCO)C(=O)OC(C)(C)C, [H-], [Na+], C1CCOC1, O. Product: CC(C)N(CCOCc1ccccc1)C(=O)OC(C)(C)C. Reaction SMILES: [Br:15][CH2:16][c:17]1[cH:18][cH:19][cH:20][cH:21][cH:22]1.[C:1]([CH3:2])([CH3:3])([CH3:4])[O:5][C:6](=[O:7])[N:8]([CH:9]([CH3:10])[CH3:11])[CH2:12][CH2:13][OH:14].[H-:23].[Na+:24].[O:26]1[CH2:27][CH2:28][CH2:29][CH2:30]1.[OH2:25]>>[C:1]([CH3:2])([CH3:3])([CH3:4])[O:5][C:6](=[O:7])[N:8]([CH:9]([CH3:10])[CH3:11])[CH2:12][CH2:13][O:14][CH2:16][c:17]1[cH:18][cH:19][cH:20][cH:21][cH:22]1. Starting materials: C(CCC)C1=CC=C(C=O)C=C1 (p-n-butylbenzaldehyde), C1(=C(C=CC=C1)N)N (o-phenylenediamine), S(=O)([O-])[O-].[Na+].[Na+] (sodium sulfite), CC(=O)C (dimethylformaldehyde). The solvent is O (water). Run at time 1 hour. The product is C(CCC)C1=CC=C(C=C1)C=1NC2=C(N1)C=CC=C2 (2-p-n-butylphenylbenzimidazole). Reaction SMILES: [CH2:1]([C:5]1[CH:12]=[CH:11][C:8]([CH:9]=O)=[CH:7][CH:6]=1)[CH2:2][CH2:3][CH3:4].[C:13]1([NH2:20])[CH:18]=[CH:17][CH:16]=[CH:15][C:14]=1[NH2:19].S([O-])([O-])=O.[Na+].[Na+].CC(C)=O>O>[CH2:1]([C:5]1[CH:12]=[CH:11][C:8]([C:9]2[NH:19][C:14]3[CH:15]=[CH:16][CH:17]=[CH:18][C:13]=3[N:20]=2)=[CH:7][CH:6]=1)[CH2:2][CH2:3][CH3:4] |f:2.3.4|. Procedure details: Into a four-necked flask of 1 l capacity were charged 40.5 g (0.25 mol) of p-n-butylbenzaldehyde, 27.0 g (0.25 mol) of o-phenylenediamine, 28.6 g (0.23 mol) of sodium sulfite and 350 ml of dimethylformaldehyde, and a reaction was effected for 1 hour while refluxing the reaction solution. Then, 250 ml of water was added to the reaction mass, and the resulting mixture was cooled and filtered. The filter cake was washed with water to obtain the aimed 2-p-n-butylphenylbenzimidazole in an yield of 52...